Task: describe an organic reaction: reactants, conditions, products, and yield. Dataset: the Open Reaction Database (ORD), a public repository of structured organic reaction records Starting materials: CS(=O)(=O)Cl, ClCCl, CC(N)c1ccccc1. Yields the product CC(NS(C)(=O)=O)c1ccccc1. RXN SMILES: [CH3:1][S:2]([Cl:3])(=[O:4])=[O:5].[Cl:15][CH2:16][Cl:17].[c:6]1([CH:12]([CH3:13])[NH2:14])[cH:7][cH:8][cH:9][cH:10][cH:11]1>>[CH3:1][S:2](=[O:4])(=[O:5])[NH:14][CH:12]([c:6]1[cH:7][cH:8][cH:9][cH:10][cH:11]1)[CH3:13]. Reactants: COc1ccc(CC#N)cc1OC, CC[O-], CCO, [Na+], COC(=O)CN1CCCC1=O. Yields the product COc1ccc(C(C#N)C(=O)CN2CCCC2=O)cc1OC. Reaction SMILES: [CH3:1][O:2][c:3]1[cH:4][c:5]([CH2:11][C:12]#[N:13])[cH:6][cH:7][c:8]1[O:9][CH3:10].[CH3:26][CH2:27][O-:28].[CH3:29][CH2:30][OH:31].[Na+:25].[O:14]=[C:15]1[N:16]([CH2:20][C:21](=[O:22])[O:23][CH3:24])[CH2:17][CH2:18][CH2:19]1>>[CH3:1][O:2][c:3]1[cH:4][c:5]([CH:11]([C:12]#[N:13])[C:21]([CH2:20][N:16]2[C:15](=[O:14])[CH2:19][CH2:18][CH2:17]2)=[O:22])[cH:6][cH:7][c:8]1[O:9][CH3:10]. Yields the product CC1CSC(=O)C2CCCN2C1=O. The reactants are CC(CSC(=O)C1CCCN1C(=O)OC(C)(C)C)C(=O)O, COc1ccccc1, O=C(O)C(F)(F)F. Reaction SMILES: [C:1]([O:2][C:3](=[O:5])[N:8]1[CH:9]([C:10](=[O:11])[S:12][CH2:13][CH:14]([C:15]([OH:4])=[O:16])[CH3:18])[CH2:19][CH2:20][CH2:21]1)([CH3:6])([CH3:7])[CH3:17].[CH3:29][O:30][c:31]1[cH:32][cH:33][cH:34][cH:35][cH:36]1.[OH:22][C:23]([C:24]([F:25])([F:26])[F:27])=[O:28]>>[N:8]12[CH:9]([C:10](=[O:11])[S:12][CH2:13][CH:14]([CH3:18])[C:15]1=[O:16])[CH2:19][CH2:20][CH2:21]2. Starting materials: O(C1=CC=CC=C1)C1=CC=CC(=N1)COC1=CC=C(C=C1)C=CC(=O)OCC (ethyl 3-(4-((6-phenoxypyridin-2-yl)methoxy)phenyl)prop-2-enoate), NO (hydroxylamine), C(CC(O)(C(=O)O)CC(=O)O)(=O)O (citric acid). Solvent: C(C)O (ethanol), [OH-].[Na+] (sodium hydroxide). Reaction conditions: time 8 hour. Product: O(C1=CC=CC=C1)C1=CC=CC(=N1)COC1=CC=C(C=C1)C1=CC(=NO1)O (5-(4-((6-phenoxypyridin-2-yl)methoxy)phenyl)isoxazol-3-ol). Reaction SMILES: [O:1]([C:8]1[N:13]=[C:12]([CH2:14][O:15][C:16]2[CH:21]=[CH:20][C:19]([CH:22]=[CH:23][C:24]([O:26]CC)=O)=[CH:18][CH:17]=2)[CH:11]=[CH:10][CH:9]=1)[C:2]1[CH:7]=[CH:6][CH:5]=[CH:4][CH:3]=1.C(O)(=O)CC(CC(O)=O)(C(O)=O)O.[NH2:42][OH:43]>C(O)C.[OH-].[Na+]>[O:1]([C:8]1[N:13]=[C:12]([CH2:14][O:15][C:16]2[CH:21]=[CH:20][C:19]([C:22]3[O:43][N:42]=[C:24]([OH:26])[CH:23]=3)=[CH:18][CH:17]=2)[CH:11]=[CH:10][CH:9]=1)[C:2]1[CH:7]=[CH:6][CH:5]=[CH:4][CH:3]=1 |f:4.5|. Procedure details: To a solution of ethyl 3-(4-((6-phenoxypyridin-2-yl)methoxy)phenyl)prop-2-enoate (20.2 mg) in ethanol (1 ml), 0.05 ml of 50% aqueous hydroxylamine solution and 0.03 ml of 2N aqueous sodium hydroxide were added, and the reaction solution was stirred overnight at room temperature. The reaction solution was acidified with 10% aqueous citric acid, then extracted with chloroform, and dried over anhydrous magnesium sulfate. The solvent was distilled off under reduced pressure, and residue obtained was... Reactants: Nc1cccc(Br)c1, BrCCOCCBr, CCN(C(C)C)C(C)C, CN(C)C=O, O. The product is Brc1cccc(N2CCOCC2)c1. RXN SMILES: [Br:1][c:2]1[cH:3][c:4]([NH2:5])[cH:6][cH:7][cH:8]1.[Br:9][CH2:10][CH2:11][O:12][CH2:13][CH2:14][Br:15].[CH:16]([N:17]([CH:18]([CH3:19])[CH3:20])[CH2:21][CH3:22])([CH3:23])[CH3:24].[O:26]=[CH:27][N:28]([CH3:29])[CH3:30].[OH2:25]>>[Br:1][c:2]1[cH:3][c:4]([N:5]2[CH2:10][CH2:11][O:12][CH2:13][CH2:14]2)[cH:6][cH:7][cH:8]1. Starting materials: CC1(OB(OC1(C)C)C1=CCN(CC1)C(=O)OC(C)(C)C)C (tert-butyl 4-(4,4,5,5-tetramethyl-1,3,2-dioxaborolan-2-yl)-5,6-dihydropyridine-1(2H)-carboxylate), C([O-])([O-])=O.[Na+].[Na+] (sodium carbonate), IC1=C(C=CC=2C(COC21)=O)OC (7-iodo-6-methoxybenzofuran-3(2H)-one), O (water). Reagents/catalysts: Cl[Pd]([P](C1=CC=CC=C1)(C2=CC=CC=C2)C3=CC=CC=C3)([P](C4=CC=CC=C4)(C5=CC=CC=C5)C6=CC=CC=C6)Cl (dichlorobis(triphenylphosphine)palladium(II)). The solvent is O1CCOCC1 (1,4-dioxane). Run at temperature 150 celsius, time 30 minute. The product is COC1=C(C2=C(C(CO2)=O)C=C1)C1=CCN(CC1)C(=O)OC(C)(C)C (tert-butyl 4-(6-methoxy-3-oxo-2,3-dihydrobenzofuran-7-yl)-5,6-dihydropyridine-1(2H)-carboxylate). The yield is 47.2%. Reaction SMILES: I[C:2]1[C:10]2[O:9][CH2:8][C:7](=[O:11])[C:6]=2[CH:5]=[CH:4][C:3]=1[O:12][CH3:13].CC1(C)C(C)(C)OB([C:22]2[CH2:27][CH2:26][N:25]([C:28]([O:30][C:31]([CH3:34])([CH3:33])[CH3:32])=[O:29])[CH2:24][CH:23]=2)O1.C(=O)([O-])[O-].[Na+].[Na+].O>O1CCOCC1.Cl[Pd](Cl)([P](C1C=CC=CC=1)(C1C=CC=CC=1)C1C=CC=CC=1)[P](C1C=CC=CC=1)(C1C=CC=CC=1)C1C=CC=CC=1>[CH3:13][O:12][C:3]1[CH:4]=[CH:5][C:6]2[C:7](=[O:11])[CH2:8][O:9][C:10]=2[C:2]=1[C:22]1[CH2:27][CH2:26][N:25]([C:28]([O:30][C:31]([CH3:34])([CH3:33])[CH3:32])=[O:29])[CH2:24][CH:23]=1 |f:2.3.4,^1:51,70|. Procedure details: A solution of 7-iodo-6-methoxybenzofuran-3(2H)-one (0.100 g, 0.345 mmol) synthesized in Example B46, Step 2 in 1,4-dioxane (6 mL) was added with tert-butyl 4-(4,4,5,5-tetramethyl-1,3,2-dioxaborolan-2-yl)-5,6-dihydropyridine-1(2H)-carboxylate (0.107 g, 0.345 mmol), dichlorobis(triphenylphosphine)palladium(II) (0.0252 g, 0.0345 mmol) and 2 M aqueous sodium carbonate (0.515 mL, 1.03 mmol), and the mixture was stirred at 150° C. for 30 minutes under irradiation of microwaves. The reaction mixture wa... The reactants are COc1cc(OC)nc(NS(=O)(=O)C(C(N)=O)C(C)C)n1, Cl, O=C(OC(=O)C(F)(F)F)C(F)(F)F, C1COCCO1, O, c1ccncc1. The product is COc1cc(OC)nc(NS(=O)(=O)C(C#N)C(C)C)n1. RXN SMILES: [CH3:14][O:15][c:16]1[n:17][c:18]([NH:24][S:25](=[O:26])(=[O:27])[CH:28]([C:29](=[O:30])[NH2:31])[CH:32]([CH3:33])[CH3:34])[n:19][c:20]([O:22][CH3:23])[cH:21]1.[ClH:41].[F:1][C:2]([F:3])([F:4])[C:5]([O:6][C:7](=[O:8])[C:9]([F:10])([F:11])[F:12])=[O:13].[O:42]1[CH2:43][CH2:44][O:45][CH2:46][CH2:47]1.[OH2:48].[cH:35]1[cH:36][cH:37][n:38][cH:39][cH:40]1>>[CH3:14][O:15][c:16]1[n:17][c:18]([NH:24][S:25](=[O:26])(=[O:27])[CH:28]([C:29]#[N:31])[CH:32]([CH3:33])[CH3:34])[n:19][c:20]([O:22][CH3:23])[cH:21]1. Reactants: ClC1=C2C(=NC=C1C(=O)OCC)CCCCCC2 (ethyl 4-chloro-5,6,7,8,9,10-hexahydrocycloocta[b]pyridine-3-carboxylate), COC1=CC=C(C=C1)NN (4-methoxyphenylhydrazine). The solvent is C(CCC)O (n-butanol). Yields the product COC1=CC=C(C=C1)N1N=C2C3=C(NC=C2C1=O)CCCCCC3 (2-(4-methoxyphenyl)-2,3,6,7,8,9,10,11-octahydrocycloocta[b]pyrazolo[3,4-d]pyridin-3(5H)-one). RXN SMILES: Cl[C:2]1[C:7]([C:8]([O:10]CC)=O)=[CH:6][N:5]=[C:4]2[CH2:13][CH2:14][CH2:15][CH2:16][CH2:17][CH2:18][C:3]=12.[CH3:19][O:20][C:21]1[CH:26]=[CH:25][C:24]([NH:27][NH2:28])=[CH:23][CH:22]=1>C(O)CCC>[CH3:19][O:20][C:21]1[CH:26]=[CH:25][C:24]([N:27]2[C:8](=[O:10])[C:7]3[C:2]([C:3]4[CH2:18][CH2:17][CH2:16][CH2:15][CH2:14][CH2:13][C:4]=4[NH:5][CH:6]=3)=[N:28]2)=[CH:23][CH:22]=1. Procedure: A mixture of 2.24 g of ethyl 4-chloro-5,6,7,8,9,10-hexahydrocycloocta[b]pyridine-3-carboxylate and 1.16 g of 4-methoxyphenylhydrazine is stirred and heated at reflux under a nitrogen atmosphere for 20 hours in 20 ml of n-butanol. The solvent is then evaporated under reduced pressure and the residual material stirred with 20 ml of 1N sodium hydroxide, ether, and water. The layers are separated, the aqueous phase is extracted with ether and then treated with an aqueous solution of 1.07 g of ammoni... Starting materials: CO, COC(=O)CCCC=C1CC2C(C=CC(O)C3CCCCC3)CCC2C1=O, [Li+], [OH-], O. Yields the product O=C(O)CCCC=C1CC2C(C=CC(O)C3CCCCC3)CCC2C1=O. As a reaction SMILES: [CH3:30][OH:31].[CH:1]1([CH:7]([CH:8]=[CH:9][CH:10]2[CH:11]3[CH2:12][C:13](=[CH:19][CH2:20][CH2:21][CH2:22][C:23](=[O:24])[O:25][CH3:26])[C:14](=[O:18])[CH:15]3[CH2:16][CH2:17]2)[OH:27])[CH2:2][CH2:3][CH2:4][CH2:5][CH2:6]1.[Li+:28].[OH-:29].[OH2:32]>>[CH:1]1([CH:7]([CH:8]=[CH:9][CH:10]2[CH:11]3[CH2:12][C:13](=[CH:19][CH2:20][CH2:21][CH2:22][C:23](=[O:24])[OH:25])[C:14](=[O:18])[CH:15]3[CH2:16][CH2:17]2)[OH:27])[CH2:2][CH2:3][CH2:4][CH2:5][CH2:6]1.